Dataset: the Open Reaction Database (ORD), a public repository of structured organic reaction records. Task: describe an organic reaction: reactants, conditions, products, and yield The reactants are Cl.[N+](=O)([O-])C1=C(C=CC=C1)NN (2-Nitrophenylhydrazine hydrochloride), C(C)(=O)C1=NC=CC=C1 (2-acetylpyridine). Product: [N+](=O)([O-])C=1C=CC=C2C=C(NC12)C1=NC=CC=C1 (7-nitro-2-pyridin-2-yl-1H-indole). The yield is 16.1%. RXN SMILES: Cl.[N+:2]([C:5]1[CH:10]=[CH:9][CH:8]=[CH:7][C:6]=1[NH:11]N)([O-:4])=[O:3].[C:13]([C:16]1[CH:21]=[CH:20][CH:19]=[CH:18][N:17]=1)(=O)[CH3:14]>>[N+:2]([C:5]1[CH:10]=[CH:9][CH:8]=[C:7]2[C:6]=1[NH:11][C:13]([C:16]1[CH:21]=[CH:20][CH:19]=[CH:18][N:17]=1)=[CH:14]2)([O-:4])=[O:3] |f:0.1|. Procedure: 2-Nitrophenylhydrazine hydrochloride (5 g, 26 mmol) and 2-acetylpyridine (2.5 ml, 26 mmol) were reacted according to the same procedures as Preparations 4 to 5 to give the title compound (1 g, Yield 16%). Reaction conditions: temperature 100 celsius. Product: C1(CCCCC1)N1C(=NC2=C1C=CC(=C2)CO)NC2=NNC1=CC=C(C=C21)C=2C=NC=CC2OC ((1-cyclohexyl-2-(5-(4-methoxypyridin-3-yl)-1H-indazol-3-ylamino)-1H-benzo[d]imidazol-5-yl)methanol). Starting materials: C(C)(C)(C)[SiH2]OC(C1=CC2=C(N(C(=N2)NC2=NN(C3=CC=C(C=C23)C=2C=NC=CC2OC)COCC[Si](C)(C)C)C2CCCCC2)C=C1)(C)C ([5-(tert-Butyl-dimethyl-silanyloxymethyl)-1-cyclohexyl-1H-benzoimidazol-2-yl]-[5-(4-methoxy-pyridin-3-yl)-1-(2-trimethylsilanyl-ethoxymethyl)-1H-indazol-3-yl]-amine), Cl (HCl). The solvent is C(C)O (ethanol). RXN SMILES: C([SiH2][O:6][C:7](C)(C)[C:8]1[CH:48]=[CH:47][C:11]2[N:12]([CH:41]3[CH2:46][CH2:45][CH2:44][CH2:43][CH2:42]3)[C:13]([NH:15][C:16]3[C:24]4[C:19](=[CH:20][CH:21]=[C:22]([C:25]5[CH:26]=[N:27][CH:28]=[CH:29][C:30]=5[O:31][CH3:32])[CH:23]=4)[N:18](COCC[Si](C)(C)C)[N:17]=3)=[N:14][C:10]=2[CH:9]=1)(C)(C)C.Cl>C(O)C>[CH:41]1([N:12]2[C:11]3[CH:47]=[CH:48][C:8]([CH2:7][OH:6])=[CH:9][C:10]=3[N:14]=[C:13]2[NH:15][C:16]2[C:24]3[C:19](=[CH:20][CH:21]=[C:22]([C:25]4[CH:26]=[N:27][CH:28]=[CH:29][C:30]=4[O:31][CH3:32])[CH:23]=3)[NH:18][N:17]=2)[CH2:46][CH2:45][CH2:44][CH2:43][CH2:42]1. Reported procedure: A mixture of [5-(tert-Butyl-dimethyl-silanyloxymethyl)-1-cyclohexyl-1H-benzoimidazol-2-yl]-[5-(4-methoxy-pyridin-3-yl)-1-(2-trimethylsilanyl-ethoxymethyl)-1H-indazol-3-yl]-amine (from Step 6) and 12 M HCl (2.0 mL) in ethanol (6.0 mL) was heated at 100° C. for 1 hr. The mixture was evaporated to dryness and then purified twice by preparative HPLC to yield 4.1 mg of the title compound as the TFA salt. Reactants: ClC(Cl)SCC1=CC=CC=C1 (benzyl dichloromethyl sulfide), ClC1=CC(=CC=C1)C(=O)OO (3-chloroperbenzoic acid). Run in C(Cl)Cl (methylene chloride). Run at time 8 hour. Yields the product ClC(Cl)S(=O)CC1=CC=CC=C1 (benzyl dichloromethyl sulfoxide), solid. Reaction SMILES: [Cl:1][CH:2]([S:4][CH2:5][C:6]1[CH:11]=[CH:10][CH:9]=[CH:8][CH:7]=1)[Cl:3].ClC1C=CC=C(C(OO)=[O:20])C=1>C(Cl)Cl>[Cl:1][CH:2]([S:4]([CH2:5][C:6]1[CH:11]=[CH:10][CH:9]=[CH:8][CH:7]=1)=[O:20])[Cl:3]. Procedure details: The reactant benzyl dichloromethyl sulfoxide was prepared by dissolving 15.4 grams (g) of benzyl dichloromethyl sulfide in 100 milliliters (ml) of methylene chloride. The solution was cooled in an ice-bath and 15 g of 85% 3-chloroperbenzoic acid was added. After stirring overnight at room temperature, the solution was washed with a 5% solution of potassium carbonate. It was then dried and the solvent evaporated, yielding 15.5 g of solid white benzyl dichloromethyl sulfoxide (m.p. 84°-90° C.). St...